This data is from the Open Reaction Database (ORD), a public repository of structured organic reaction records. The task is: describe an organic reaction: reactants, conditions, products, and yield Reactants: N1C[C@@H](CC1)NC1=NC=CC=C1C=1N=C2C(=NC1)N(C=C2)COCC[Si](C)(C)C ((R)-pyrrolidin-3-yl-{3-[5-(2-trimethylsilanyl-ethoxymethyl)-5H-pyrrolo[2,3-b]pyrazin-2-yl]-pyridin-2-yl}-amine), C(C)S(=O)(=O)Cl (ethanesulfonyl chloride). Yields the product C(C)S(=O)(=O)N1C[C@@H](CC1)NC1=NC=CC=C1C=1N=C2C(=NC1)N(C=C2)COCC[Si](C)(C)C (((R)-1-Ethanesulfonyl-pyrrolidin-3-yl)-{3-[5-(2-trimethylsilanyl-ethoxymethyl)-5H-pyrrolo[2,3-b]pyrazin-2-yl]-pyridin-2-yl}-amine). Reaction SMILES: [NH:1]1[CH2:5][CH2:4][C@@H:3]([NH:6][C:7]2[C:12]([C:13]3[N:14]=[C:15]4[CH:21]=[CH:20][N:19]([CH2:22][O:23][CH2:24][CH2:25][Si:26]([CH3:29])([CH3:28])[CH3:27])[C:16]4=[N:17][CH:18]=3)=[CH:11][CH:10]=[CH:9][N:8]=2)[CH2:2]1.[CH2:30]([S:32](Cl)(=[O:34])=[O:33])[CH3:31]>>[CH2:30]([S:32]([N:1]1[CH2:5][CH2:4][C@@H:3]([NH:6][C:7]2[C:12]([C:13]3[N:14]=[C:15]4[CH:21]=[CH:20][N:19]([CH2:22][O:23][CH2:24][CH2:25][Si:26]([CH3:29])([CH3:28])[CH3:27])[C:16]4=[N:17][CH:18]=3)=[CH:11][CH:10]=[CH:9][N:8]=2)[CH2:2]1)(=[O:34])=[O:33])[CH3:31]. Procedure: ((R)-1-Ethanesulfonyl-pyrrolidin-3-yl)-{3-[5-(2-trimethylsilanyl-ethoxymethyl)-5H-pyrrolo[2,3-b]pyrazin-2-yl]-pyridin-2-yl}-amine was prepared from (R)-pyrrolidin-3-yl-{3-[5-(2-trimethylsilanyl-ethoxymethyl)-5H-pyrrolo[2,3-b]pyrazin-2-yl]-pyridin-2-yl}-amine and ethanesulfonyl chloride, following the general synthetic procedures described in the above Examples. The reactants are CC(=O)O, BN(C)C, Cc1ccccc1, O=Cc1ccc(Cl)s1, Nc1ccc(C(=O)O)cc1, O. Yields the product O=C(O)c1ccc(NCc2ccc(Cl)s2)cc1. As a reaction SMILES: [CH3:19][C:20](=[O:21])[OH:22].[CH3:23][N:24]([BH2:25])[CH3:26].[CH3:28][c:29]1[cH:30][cH:31][cH:32][cH:33][cH:34]1.[Cl:11][c:12]1[cH:13][cH:14][c:15]([CH:17]=[O:18])[s:16]1.[NH2:1][c:2]1[cH:3][cH:4][c:5]([C:6](=[O:7])[OH:8])[cH:9][cH:10]1.[OH2:27]>>[NH:1]([c:2]1[cH:3][cH:4][c:5]([C:6](=[O:7])[OH:8])[cH:9][cH:10]1)[CH2:17][c:15]1[cH:14][cH:13][c:12]([Cl:11])[s:16]1. Starting materials: O=C([O-])[O-], C1CCOC1, COc1ccc(B(O)O)cc1, Cc1cc(Br)n(-c2ccc([N+](=O)[O-])cc2)n1, [Na+], [Na+], c1ccc(P(c2ccccc2)(c2ccccc2)[Pd](P(c2ccccc2)(c2ccccc2)c2ccccc2)(P(c2ccccc2)(c2ccccc2)c2ccccc2)P(c2ccccc2)(c2ccccc2)c2ccccc2)cc1. The product is COc1ccc(-c2cc(C)nn2-c2ccc([N+](=O)[O-])cc2)cc1. As a reaction SMILES: [C:28](=[O:29])([O-:30])[O-:31].[CH2:34]1[O:35][CH2:36][CH2:37][CH2:38]1.[CH3:17][O:18][c:19]1[cH:20][cH:21][c:22]([B:25]([OH:26])[OH:27])[cH:23][cH:24]1.[N+:1](=[O:2])([O-:3])[c:4]1[cH:5][cH:6][c:7](-[n:10]2[n:11][c:12]([CH3:16])[cH:13][c:14]2[Br:15])[cH:8][cH:9]1.[Na+:32].[Na+:33].[cH:39]1[cH:40][cH:41][c:42]([P:43]([Pd:44]([P:45]([c:46]2[cH:47][cH:48][cH:49][cH:50][cH:51]2)([c:52]2[cH:53][cH:54][cH:55][cH:56][cH:57]2)[c:58]2[cH:59][cH:60][cH:61][cH:62][cH:63]2)([P:64]([c:65]2[cH:66][cH:67][cH:68][cH:69][cH:70]2)([c:71]2[cH:72][cH:73][cH:74][cH:75][cH:76]2)[c:77]2[cH:78][cH:79][cH:80][cH:81][cH:82]2)[P:83]([c:84]2[cH:85][cH:86][cH:87][cH:88][cH:89]2)([c:90]2[cH:91][cH:92][cH:93][cH:94][cH:95]2)[c:96]2[cH:97][cH:98][cH:99][cH:100][cH:101]2)([c:102]2[cH:103][cH:104][cH:105][cH:106][cH:107]2)[c:108]2[cH:109][cH:110][cH:111][cH:112][cH:113]2)[cH:114][cH:115]1>>[N+:1](=[O:2])([O-:3])[c:4]1[cH:5][cH:6][c:7](-[n:10]2[n:11][c:12]([CH3:16])[cH:13][c:14]2-[c:22]2[cH:21][cH:20][c:19]([O:18][CH3:17])[cH:24][cH:23]2)[cH:8][cH:9]1. The reactants are C(C)(C)(C)OC(=O)N1CCC(CC1)(O)C1=C(C=CC=C1)F (4-(2-fluoro-phenyl)-4-hydroxy-piperidine-1-carboxylic acid tert-butyl ester), Cl (hydrogen chloride). Run in C(C)(=O)OCC (ethyl acetate). Conditions: time 3 hour. Product: Cl.FC1=C(C=CC=C1)C1(CCNCC1)O (4-(2-fluoro-phenyl)-piperidin-4-ol hydrochloride). Reaction SMILES: C(OC([N:8]1[CH2:13][CH2:12][C:11]([C:15]2[CH:20]=[CH:19][CH:18]=[CH:17][C:16]=2[F:21])([OH:14])[CH2:10][CH2:9]1)=O)(C)(C)C.[ClH:22]>C(OCC)(=O)C>[ClH:22].[F:21][C:16]1[CH:17]=[CH:18][CH:19]=[CH:20][C:15]=1[C:11]1([OH:14])[CH2:10][CH2:9][NH:8][CH2:13][CH2:12]1 |f:3.4|. Reported procedure: To a stirring solution of 4-(2-fluoro-phenyl)-4-hydroxy-piperidine-1-carboxylic acid tert-butyl ester (1.2 g, 4.06 mmol) in ethyl acetate (5 mL) was added hydrogen chloride (15 mL, 4N in 1,4-dioxane) and the resulting solution was stirred for 3 hours during which time a precipitate formed. The reaction mixture was concentrated at reduced pressure to give the crude product, 4-(2-fluoro-phenyl)-piperidin-4-ol hydrochloride, which was used in the next step without purification. To a solution of chl... The reactants are N1(CCOCC1)C=1C2=C(N=CN1)NC=C2C=2C=C(C#N)C=CC2 (3-[4-(morpholin-4-yl)-7H-pyrrolo[2,3-d]pyrimidin-5-yl]benzonitrile), ClC=1C2=C(N=CN1)N(C=C2I)COCC[Si](C)(C)C (4-chloro-5-iodo-7-{[2-(trimethylsilyl)ethoxy]methyl}-7H-pyrrolo[2,3-d]pyrimidine). Yields the product N1(CCOCC1)C=1C2=C(N=CN1)N(C=C2C=2C=C(C#N)C=CC2)COCC[Si](C)(C)C (3-[4-(morpholin-4-yl)-7-{[2-(trimethylsilyl)ethoxy]methyl}-7H-pyrrolo[2,3-d]pyrimidin-5-yl]benzonitrile). Reaction SMILES: [N:1]1([C:7]2[C:8]3[C:15]([C:16]4[CH:17]=[C:18]([CH:21]=[CH:22][CH:23]=4)[C:19]#[N:20])=[CH:14][NH:13][C:9]=3[N:10]=[CH:11][N:12]=2)[CH2:6][CH2:5][O:4][CH2:3][CH2:2]1.ClC1C2C(I)=CN([CH2:35][O:36][CH2:37][CH2:38][Si:39]([CH3:42])([CH3:41])[CH3:40])C=2N=CN=1>>[N:1]1([C:7]2[C:8]3[C:15]([C:16]4[CH:17]=[C:18]([CH:21]=[CH:22][CH:23]=4)[C:19]#[N:20])=[CH:14][N:13]([CH2:35][O:36][CH2:37][CH2:38][Si:39]([CH3:42])([CH3:41])[CH3:40])[C:9]=3[N:10]=[CH:11][N:12]=2)[CH2:6][CH2:5][O:4][CH2:3][CH2:2]1. Procedure: 3-[4-(Morpholin-4-yl)-7H-pyrrolo[2,3-d]pyrimidin-5-yl]benzonitrile (4) was converted to the product using the method described for synthesis of 4-chloro-5-iodo-7-{[2-(trimethylsilyl)ethoxy]methyl}-7H-pyrrolo[2,3-d]pyrimidine (C1) in Preparation P1. The product was obtained as a yellow solid. Yield: 0.90 g, 2.1 mmol, 70%. 1H NMR (400 MHz, CDCl3) δ 8.55 (s, 1H), 7.86 (br s, 1H), 7.79 (br d, J=7.6 Hz, 1H), 7.63 (br d, J=7.6 Hz, 1H), 7.57 (dd, J=7.6, 7.6 Hz, 1H), 7.29 (s, 1H), 5.67 (s, 2H), 3.58-3.6... The reactants are B(Br)(Br)Br.ClCCl (boron tribromide dichloromethane), FC1=CC(=C(C=C1C1CNCC2=C(C(=CC=C12)OC)OC)OC)OC (4-(6-fluoro-3,4-dimethoxyphenyl)-7,8-dimethoxy-1,2,3,4-tetrahydroisoquinoline), CO (methanol). Solvent: ClCCl (dichloromethane). Yields the product Br.FC1=CC(=C(C=C1C1CNCC2=C(C(=CC=C12)OC)OC)O)O (4-(6-fluoro-3,4-dihydroxyphenyl)-7,8-dimethoxy-1,2,3,4-tetrahydroisoquinoline hydrobromide). Reaction SMILES: [F:1][C:2]1[C:7]([CH:8]2[C:17]3[C:12](=[C:13]([O:20][CH3:21])[C:14]([O:18][CH3:19])=[CH:15][CH:16]=3)[CH2:11][NH:10][CH2:9]2)=[CH:6][C:5]([O:22]C)=[C:4]([O:24]C)[CH:3]=1.B(Br)(Br)[Br:27].ClCCl.CO>ClCCl>[BrH:27].[F:1][C:2]1[C:7]([CH:8]2[C:17]3[C:12](=[C:13]([O:20][CH3:21])[C:14]([O:18][CH3:19])=[CH:15][CH:16]=3)[CH2:11][NH:10][CH2:9]2)=[CH:6][C:5]([OH:22])=[C:4]([OH:24])[CH:3]=1 |f:1.2,5.6|. Procedure details: 0.90 g of 4-(6-fluoro-3,4-dimethoxyphenyl)-7,8-dimethoxy-1,2,3,4-tetrahydroisoquinoline was dissolved in 25 ml of dichloromethane; and to the mixture was added dropwise 1M boron tribromide-dichloromethane solution (27 ml) under an argon gas stream, at internal temperature of -30° to -60° C. under cooling while stirring. The mixture was stirred for 3 hours at room temperature and 7.0 ml of methanol was added to the mixture under cooling with dry ice-methanol bath, dropwise. The mixture was stirre... Reactants: Brc1ccc2cc[nH]c2c1, CO, O=[N+]([O-])C=Cc1ccc(Cl)cc1. Yields the product O=[N+]([O-])CC(c1ccc(Cl)cc1)c1c[nH]c2cc(Br)ccc12. As a reaction SMILES: [Br:13][c:14]1[cH:15][cH:16][c:17]2[cH:18][cH:19][nH:20][c:21]2[cH:22]1.[CH3:23][OH:24].[N+:1](=[O:2])([O-:3])[CH:4]=[CH:5][c:6]1[cH:7][cH:8][c:9]([Cl:12])[cH:10][cH:11]1>>[N+:1](=[O:2])([O-:3])[CH2:4][CH:5]([c:6]1[cH:7][cH:8][c:9]([Cl:12])[cH:10][cH:11]1)[c:18]1[c:17]2[cH:16][cH:15][c:14]([Br:13])[cH:22][c:21]2[nH:20][cH:19]1. Starting materials: COc1ccc(CC(C)(C)N)cc1, Cl, OCCCCCCCCC1CO1. Product: Cl, COc1ccc(CC(C)(C)NCC(O)CCCCCCCCO)cc1. RXN SMILES: [CH3:13][C:14]([CH2:15][c:16]1[cH:17][cH:18][c:19]([O:22][CH3:23])[cH:20][cH:21]1)([CH3:24])[NH2:25].[ClH:26].[O:1]1[CH2:2][CH:3]1[CH2:4][CH2:5][CH2:6][CH2:7][CH2:8][CH2:9][CH2:10][CH2:11][OH:12]>>[ClH:26].[OH:1][CH:3]([CH2:2][NH:25][C:14]([CH3:13])([CH2:15][c:16]1[cH:17][cH:18][c:19]([O:22][CH3:23])[cH:20][cH:21]1)[CH3:24])[CH2:4][CH2:5][CH2:6][CH2:7][CH2:8][CH2:9][CH2:10][CH2:11][OH:12]. The reactants are BrC1=C(C=2C(=NC(=CC2NS(=O)(=O)C2=CC(=CC=C2)Cl)C)S1)C1=CC(=CC=C1)OC (N-{2-Bromo-6-methyl-3-[3-(methyloxy)phenyl]thieno[2,3-b]pyridin-4-yl}-3-chlorobenzenesulfonamide), CC1(OB(OC1(C)C)C1=CC=NC=C1)C (4-(4,4,5,5-tetramethyl-1,3,2-dioxaborolan-2-yl)pyridine), C([O-])([O-])=O.[K+].[K+] (potassium carbonate), O (water), CC1(OB(OC1(C)C)C1=CC=NC=C1)C (4-(4,4,5,5-tetramethyl-1,3,2-dioxaborolan-2-yl)pyridine). The reagents and catalysts are Cl[Pd]([P](C1=CC=CC=C1)(C2=CC=CC=C2)C3=CC=CC=C3)([P](C4=CC=CC=C4)(C5=CC=CC=C5)C6=CC=CC=C6)Cl (bis(triphenylphosphine)palladium(II) chloride), Cl[Pd]([P](C1=CC=CC=C1)(C2=CC=CC=C2)C3=CC=CC=C3)([P](C4=CC=CC=C4)(C5=CC=CC=C5)C6=CC=CC=C6)Cl (bis(triphenylphosphine)palladium(II) chloride). Run in O1CCOCC1 (1,4-dioxane). Conditions: temperature 100 celsius, time 30 minute. Product: ClC=1C=C(C=CC1)S(=O)(=O)NC1=C2C(=NC(=C1)C)SC(=C2C2=CC(=CC=C2)OC)C2=CC=NC=C2 (3-Chloro-N-[6-methyl-3-[3-(methyloxy)phenyl]-2-(4-pyridinyl)thieno[2,3-b]pyridin-4-yl]benzenesulfonamide). Yield: 37.1%. RXN SMILES: Br[C:2]1[S:22][C:5]2=[N:6][C:7]([CH3:21])=[CH:8][C:9]([NH:10][S:11]([C:14]3[CH:19]=[CH:18][CH:17]=[C:16]([Cl:20])[CH:15]=3)(=[O:13])=[O:12])=[C:4]2[C:3]=1[C:23]1[CH:28]=[CH:27][CH:26]=[C:25]([O:29][CH3:30])[CH:24]=1.CC1(C)C(C)(C)OB([C:39]2[CH:44]=[CH:43][N:42]=[CH:41][CH:40]=2)O1.C(=O)([O-])[O-].[K+].[K+].O>O1CCOCC1.Cl[Pd](Cl)([P](C1C=CC=CC=1)(C1C=CC=CC=1)C1C=CC=CC=1)[P](C1C=CC=CC=1)(C1C=CC=CC=1)C1C=CC=CC=1>[Cl:20][C:16]1[CH:15]=[C:14]([S:11]([NH:10][C:9]2[CH:8]=[C:7]([CH3:21])[N:6]=[C:5]3[S:22][C:2]([C:39]4[CH:44]=[CH:43][N:42]=[CH:41][CH:40]=4)=[C:3]([C:23]4[CH:28]=[CH:27][CH:26]=[C:25]([O:29][CH3:30])[CH:24]=4)[C:4]=23)(=[O:13])=[O:12])[CH:19]=[CH:18][CH:17]=1 |f:2.3.4,^1:61,80|. Procedure: To a solution of N-{2-bromo-6-methyl-3-[3-(methyloxy)phenyl]thieno[2,3-b]pyridin-4-yl}-3-chlorobenzenesulfonamide (Example 33) (100 mg, 0.191 mmol) in 1,4-dioxane (2 mL) was added 4-(4,4,5,5-tetramethyl-1,3,2-dioxaborolan-2-yl)pyridine (58.7 mg, 0.286 mmol), bis(triphenylphosphine)palladium(II) chloride (13.40 mg, 0.019 mmol), potassium carbonate (79 mg, 0.573 mmol) and water (1 mL). The reaction mixture was heated at 100° C. in a microwave for 15 min (×2) and then for 30 min (×1). Another porti...